From a dataset of the Open Reaction Database (ORD), a public repository of structured organic reaction records. describe an organic reaction: reactants, conditions, products, and yield Starting materials: COC1=NC2=CC=CC=C2C=C1NC(OC1=CC=CC=C1)=O (Phenyl N-(2-methoxyquinolin-3-yl)carbamate), CSC1=C(C=CC=C1)N1CCNCC1 (1-(2-methylthiophenyl)piperazine). Yields the product COC1=NC2=CC=CC=C2C=C1NC(=O)N1CCN(CC1)C1=C(C=CC=C1)SC (1-[(2-Methoxyquinolin-3-yl)aminocarbonyl]-4-(2-methylthiophenyl)piperazine). Isolated yield 78.0%. RXN SMILES: [CH3:1][O:2][C:3]1[C:12]([NH:13][C:14](=[O:22])OC2C=CC=CC=2)=[CH:11][C:10]2[C:5](=[CH:6][CH:7]=[CH:8][CH:9]=2)[N:4]=1.[CH3:23][S:24][C:25]1[CH:30]=[CH:29][CH:28]=[CH:27][C:26]=1[N:31]1[CH2:36][CH2:35][NH:34][CH2:33][CH2:32]1>>[CH3:1][O:2][C:3]1[C:12]([NH:13][C:14]([N:34]2[CH2:33][CH2:32][N:31]([C:26]3[CH:27]=[CH:28][CH:29]=[CH:30][C:25]=3[S:24][CH3:23])[CH2:36][CH2:35]2)=[O:22])=[CH:11][C:10]2[C:5](=[CH:6][CH:7]=[CH:8][CH:9]=2)[N:4]=1. Procedure: Phenyl N-(2-methoxyquinolin-3-yl)carbamate and 1-(2-methylthiophenyl)piperazine were reacted by the same way with the example 81 to obtain the titled compound. Reactants: Oc1ccc(Br)cc1, O=C([O-])[O-], O=Cc1ccc(F)cc1, [K+], [K+], CN(C)C=O. The product is O=Cc1ccc(Oc2ccc(Br)cc2)cc1. As a reaction SMILES: [Br:1][c:2]1[cH:3][cH:4][c:5]([OH:8])[cH:6][cH:7]1.[C:18](=[O:19])([O-:20])[O-:21].[F:9][c:10]1[cH:11][cH:12][c:13]([CH:14]=[O:15])[cH:16][cH:17]1.[K+:22].[K+:23].[O:24]=[CH:25][N:26]([CH3:27])[CH3:28]>>[Br:1][c:2]1[cH:3][cH:4][c:5]([O:8][c:10]2[cH:11][cH:12][c:13]([CH:14]=[O:15])[cH:16][cH:17]2)[cH:6][cH:7]1. Starting materials: C1CCOC1, CCOC(C)=O, COC(=O)COc1ccc(OCc2nc(-c3ccccc3C3CC3)cs2)cc1C, Cl, [Li+], [OH-], O. The product is Cc1cc(OCc2nc(-c3ccccc3C3CC3)cs2)ccc1OCC(=O)O. Reaction SMILES: [CH2:39]1[O:40][CH2:41][CH2:42][CH2:43]1.[CH3:33][CH2:34][O:35][C:36]([CH3:37])=[O:38].[CH:1]1([c:4]2[c:5](-[c:10]3[n:11][c:12]([CH2:15][O:16][c:17]4[cH:18][c:19]([CH3:29])[c:20]([O:21][CH2:22][C:23](=[O:24])[O:25][CH3:26])[cH:27][cH:28]4)[s:13][cH:14]3)[cH:6][cH:7][cH:8][cH:9]2)[CH2:2][CH2:3]1.[ClH:32].[Li+:31].[OH-:30].[OH2:44]>>[CH:1]1([c:4]2[c:5](-[c:10]3[n:11][c:12]([CH2:15][O:16][c:17]4[cH:18][c:19]([CH3:29])[c:20]([O:21][CH2:22][C:23](=[O:24])[OH:25])[cH:27][cH:28]4)[s:13][cH:14]3)[cH:6][cH:7][cH:8][cH:9]2)[CH2:2][CH2:3]1. Reactants: C(C1=CC=CC=C1)OC1=C(C=C(OCC#N)C=C1)[N+](=O)[O-] ((4-benzyloxy-3-nitro-phenoxy)-acetonitrile), O.O.[Sn](Cl)Cl (tin (II) chloride dihydrate), C([O-])(O)=O.[Na+] (sodium bicarbonate). Run in C(C)(=O)OCC (ethyl acetate), C(C)(=O)OCC (ethyl acetate). Product: NC=1C=C(OCC#N)C=CC1OCC1=CC=CC=C1 ((3-amino-4-benzyloxy-phenoxy)-acetonitrile). The yield is 97.2%. RXN SMILES: [CH2:1]([O:8][C:9]1[CH:18]=[CH:17][C:12]([O:13][CH2:14][C:15]#[N:16])=[CH:11][C:10]=1[N+:19]([O-])=O)[C:2]1[CH:7]=[CH:6][CH:5]=[CH:4][CH:3]=1.O.O.[Sn](Cl)Cl.C(=O)(O)[O-].[Na+]>C(OCC)(=O)C>[NH2:19][C:10]1[CH:11]=[C:12]([CH:17]=[CH:18][C:9]=1[O:8][CH2:1][C:2]1[CH:3]=[CH:4][CH:5]=[CH:6][CH:7]=1)[O:13][CH2:14][C:15]#[N:16] |f:1.2.3,4.5|. Procedure details: A solution of 6.9 g (4-benzyloxy-3-nitro-phenoxy)-acetonitrile, 200 ml of ethyl acetate, and 27.4 g of tin (II) chloride dihydrate was stirred at room temperature for 17 hours, poured into ethyl acetate, added saturated sodium bicarbonate solution, extracted twice with ethyl acetate, dried (MgSO4), evaporated, and obtained 6.0 g of (3-amino-4-benzyloxy-phenoxy)-acetonitrile as a light brown oil.